From a dataset of the Open Reaction Database (ORD), a public repository of structured organic reaction records. describe an organic reaction: reactants, conditions, products, and yield Reactants: O[C@H]1C(N(C2=C(S[C@H]1C1=CC=C(C=C1)OC)C1=CC=CC=C1C=C2)CCN(C)C)=O ((-)-cis-2,3-dihydro-3-hydroxy-2-(4-methoxyphenyl)-5-[2-(dimethylamino)ethyl]naphtho[ 1,2-b][1,4]thiazepin-4(5H)-one), COC=1C=C(C(=O)Cl)C=CC1OC (3,4-dimethoxybenzoyl chloride). Run in C(Cl)Cl (methylene chloride), N1=CC=CC=C1 (pyridine). Conditions: time 17 hour. Product: COC=1C=C(C(=O)O[C@H]2C(N(C3=C(S[C@H]2C2=CC=C(C=C2)OC)C2=CC=CC=C2C=C3)CCN(C)C)=O)C=CC1OC ((-)-cis-2,3-dihydro-3-[(3,4-dimethoxybenzoyl)oxy]-2-(4-methoxyphenyl)-5-[2-(dimethylamino)ethyl]naphtho[1,2-b][1,4]thiazepin-4(5H)-one). Yield: 90.7%. Reaction SMILES: [OH:1][C@@H:2]1[C@H:8]([C:9]2[CH:14]=[CH:13][C:12]([O:15][CH3:16])=[CH:11][CH:10]=2)[S:7][C:6]2[C:17]3[C:22]([CH:23]=[CH:24][C:5]=2[N:4]([CH2:25][CH2:26][N:27]([CH3:29])[CH3:28])[C:3]1=[O:30])=[CH:21][CH:20]=[CH:19][CH:18]=3.[CH3:31][O:32][C:33]1[CH:34]=[C:35]([CH:39]=[CH:40][C:41]=1[O:42][CH3:43])[C:36](Cl)=[O:37]>N1C=CC=CC=1.C(Cl)Cl>[CH3:31][O:32][C:33]1[CH:34]=[C:35]([CH:39]=[CH:40][C:41]=1[O:42][CH3:43])[C:36]([O:1][C@@H:2]1[C@H:8]([C:9]2[CH:10]=[CH:11][C:12]([O:15][CH3:16])=[CH:13][CH:14]=2)[S:7][C:6]2[C:17]3[C:22]([CH:23]=[CH:24][C:5]=2[N:4]([CH2:25][CH2:26][N:27]([CH3:29])[CH3:28])[C:3]1=[O:30])=[CH:21][CH:20]=[CH:19][CH:18]=3)=[O:37]. Procedure details: To a solution of 2.0 g (0.0047 mol) of (-)-cis-2,3-dihydro-3-hydroxy-2-(4-methoxyphenyl)-5-[2-(dimethylamino)ethyl]naphtho[ 1,2-b][1,4]thiazepin-4(5H)-one in 25 ml of dry pyridine was added dropwise 1.6 g (0.0082 mol) of 3,4-dimethoxybenzoyl chloride at ice-bath temperature. After the addition, the reaction mixture was kept at ice-bath temperatures for 17 hours and then concentrated under reduced pressure. The residue was partitioned between ethyl acetate and cold 10% potassium carbonate. The co... Reactants: ice, ( E ), FC1=CC=C(C=C1)C1=NC(=NC(=C1C=CC(CC(CC(=O)OCC)=O)O)C)C (7-[4-(4-fluorophenyl)-2,6-dimethyl-5-pyrimidinyl]-5-hydroxy-3-oxo-6-heptenoic acid, ethyl ester), C(C(C)(C)C)(=O)O (pivalic acid), solution, C(C)B(CC)CC (triethylborane), [BH4-].[Na+] (sodium borohydride). Solvent: O (water), O1CCCC1 (tetrahydrofuran), CO (methanol). Run at time 5 minute. The product is FC1=CC=C(C=C1)C1=NC(=NC(=C1C=CC(CC(CC(=O)OCC)O)O)C)C (7-[4-(4-fluorophenyl)-2,6-dimethyl-5-pyrimidinyl]-3,5-dihydroxy-6-heptenoic acid, ethyl ester). Reaction SMILES: [F:1][C:2]1[CH:7]=[CH:6][C:5]([C:8]2[C:13]([CH:14]=[CH:15][CH:16]([OH:26])[CH2:17][C:18](=[O:25])[CH2:19][C:20]([O:22][CH2:23][CH3:24])=[O:21])=[C:12]([CH3:27])[N:11]=[C:10]([CH3:28])[N:9]=2)=[CH:4][CH:3]=1.C(O)(=O)C(C)(C)C.C(B(CC)CC)C.[BH4-].[Na+]>O1CCCC1.O.CO>[F:1][C:2]1[CH:7]=[CH:6][C:5]([C:8]2[C:13]([CH:14]=[CH:15][CH:16]([OH:26])[CH2:17][CH:18]([OH:25])[CH2:19][C:20]([O:22][CH2:23][CH3:24])=[O:21])=[C:12]([CH3:27])[N:11]=[C:10]([CH3:28])[N:9]=2)=[CH:4][CH:3]=1 |f:3.4|. Reported procedure: To a solution of 27.5 g (0.071 mol) of [R*, S* (E)]-7-[4-(4-fluorophenyl)-2,6-dimethyl-5-pyrimidinyl]-5-hydroxy-3-oxo-6-heptenoic acid, ethyl ester and 0.73 g (0.0071 mol) of pivalic acid in 140 mL of anhydrous tetrahydrofuran under a dry air atmosphere at room temperature was added a 1M solution of triethylborane (28.4 mL, 0.0784 mol) in a dropwise manner. This solution was stirred for five minutes before 20 mL of air was bubbled through the solution. The mixture was thencooled to -78° C. and 1... Reactants: N=1ON=C2C1C=CC=C2C=O (2,1,3-benzoxadiazole-4-aldehyde), NC1=NNC=C1 (3-aminopyrazole), C(CC(=O)C)(=O)OCC (ethyl acetoacetate). The product is N=1ON=C2C1C=CC=C2C2C=1C(NC(=C2C(=O)OCC)C)=NNC1 (Ethyl 4-(2,1,3-benzoxadiazol-4-yl)-4,7-dihydro-6-methyl-2H-pyrazolo[3,4-b]pyridine-5-carboxylate). As a reaction SMILES: [N:1]1[O:2][N:3]=[C:4]2[C:9]([CH:10]=O)=[CH:8][CH:7]=[CH:6][C:5]=12.[NH2:12][C:13]1[CH:17]=[CH:16][NH:15][N:14]=1.[C:18]([O:24][CH2:25][CH3:26])(=[O:23])[CH2:19][C:20]([CH3:22])=O>>[N:1]1[O:2][N:3]=[C:4]2[C:9]([CH:10]3[C:19]([C:18]([O:24][CH2:25][CH3:26])=[O:23])=[C:20]([CH3:22])[NH:12][C:13]4=[N:14][NH:15][CH:16]=[C:17]34)=[CH:8][CH:7]=[CH:6][C:5]=12. Procedure details: The title compound was prepared from 2,1,3-benzoxadiazole-4-aldehyde, 3-aminopyrazole and ethyl acetoacetate in the same manner as in Example 25. Run in CC(=O)C (acetone). Reported procedure: To a solution of methyl 2,4-dihydroxybenzoate (25.1 g) in acetone (250 ml) are added methyl bromoacetate (14.9 ml) and potassium carbonate (21.7 g), and the mixture is refluxed for 3 hours. The mixture is filtered, and the filtrate is concentrated, and the residue is purified by silica gel column chromatography (solvent; n-hexane:ethyl acetate=3:1) to give ethyl 2-(3-hydroxy-4-methoxycarbonylphenoxy)acetate (31.5 g). RXN SMILES: [OH:1][C:2]1[CH:11]=[C:10]([OH:12])[CH:9]=[CH:8][C:3]=1[C:4]([O:6][CH3:7])=[O:5].Br[CH2:14][C:15]([O:17][CH3:18])=[O:16].[C:19](=O)([O-])[O-].[K+].[K+]>CC(C)=O>[OH:1][C:2]1[CH:11]=[C:10]([CH:9]=[CH:8][C:3]=1[C:4]([O:6][CH3:7])=[O:5])[O:12][CH2:14][C:15]([O:17][CH2:18][CH3:19])=[O:16] |f:2.3.4|. Product: OC=1C=C(OCC(=O)OCC)C=CC1C(=O)OC (ethyl 2-(3-hydroxy-4-methoxycarbonylphenoxy)acetate). Starting materials: OC1=C(C(=O)OC)C=CC(=C1)O (methyl 2,4-dihydroxybenzoate), BrCC(=O)OC (methyl bromoacetate), C([O-])([O-])=O.[K+].[K+] (potassium carbonate). The reactants are [Sn] (Tin), COC=1C(=C2C(=CN(C2=CC1)C)C=O)[N+](=O)[O-] (5-Methoxy-1-methyl-4-nitroindole-3-carboxaldehyde), Cl (Hydrochloric acid). Solvent: CCO (EtOH). Conditions: time 2 hour. The product is NC1=C2C(=CN(C2=CC=C1OC)C)C=O (4-amino-5-methoxy-1methylindole-3-carboxaldehyde), oil. Isolated yield 98.0%. As a reaction SMILES: [Sn].[CH3:2][O:3][C:4]1[C:5]([N+:16]([O-])=O)=[C:6]2[C:10](=[CH:11][CH:12]=1)[N:9]([CH3:13])[CH:8]=[C:7]2[CH:14]=[O:15].Cl>CCO>[NH2:16][C:5]1[C:4]([O:3][CH3:2])=[CH:12][CH:11]=[C:10]2[C:6]=1[C:7]([CH:14]=[O:15])=[CH:8][N:9]2[CH3:13] |^3:0|. Reported procedure: Tin powder (2.65 g, 22.3 mmol) was added to a suspension of nitroindole 44 (600 mg, 2.56 mmol) in EtOH (90 mL). Hydrochloric acid (3 M, 36 mL) was added and the mixture was stirred at room temperature for 2 h. The reaction mixture was decanted from the excess tin and added in portions to saturated sodium bicarbonate (200 mL). The mixture was extracted with EtOAc (4×) and the combined extracts were washed with sodium bicarbonate (1 M, 3×) and saturated NaCl (2×), dried (MgSO4), filtered and evapo... The reactants are N1(C)C(=O)N(C)C=2N=C(NC2C1=O)CCCC(=O)O (Theophylline-8-butyric acid), N1(C)C(=O)N(C)C=2N=C(NC2C1=O)CCCC(=O)O (theophylline-8-butyric acid). Run in C(C)(=O)OC(C)=O (acetic anhydride). Yields the product CN1C2=C(C(=O)N(C1=O)C)N3C(=N2)CCCC3=O (theophylline-8-butyric acid lactam). RXN SMILES: [N:1]1([C:12](=[O:13])[C:11]2[NH:10][C:9]([CH2:14][CH2:15][CH2:16][C:17]([OH:19])=O)=[N:8][C:7]=2[N:5]([CH3:6])[C:3]1=[O:4])[CH3:2]>C(OC(=O)C)(=O)C>[CH3:6][N:5]1[C:3](=[O:4])[N:1]([CH3:2])[C:12](=[O:13])[C:11]2[N:10]3[C:17](=[O:19])[CH2:16][CH2:15][CH2:14][C:9]3=[N:8][C:7]1=2. Reported procedure: Theophylline-8-butyric acid, 24g (example 1), was dissolved in 500 ml of acetic anhydride with heating. The mixture was gently refluxed for 30 minutes, then filtered through a preheated funnel to remove insoluble material. The product crystallized upon cooling. The product was collected, washed with ether and hexane then dried in vacuum at 50° C. to give 20 g of theophylline-8-butyric acid lactam. Starting materials: O=C1OC(=O)c2c(Br)c(Br)c(Br)c(Br)c21, [NH4+], [OH-], O. Yields the product O=C1NC(=O)c2c(Br)c(Br)c(Br)c(Br)c21. RXN SMILES: [Br:1][c:2]1[c:3]2[c:4]([c:10]([Br:15])[c:11]([Br:14])[c:12]1[Br:13])[C:5](=[O:6])[O:7][C:8]2=[O:9].[NH4+:16].[OH-:17].[OH2:18]>>[Br:1][c:2]1[c:3]2[c:4]([c:10]([Br:15])[c:11]([Br:14])[c:12]1[Br:13])[C:5](=[O:6])[NH:16][C:8]2=[O:7].